Dataset: the Open Reaction Database (ORD), a public repository of structured organic reaction records. Task: describe an organic reaction: reactants, conditions, products, and yield As a reaction SMILES: [CH3:17][c:18]1[nH:19][cH:20][cH:21][n:22]1.[Cl:1][c:2]1[cH:3][n:4][cH:5][c:6]([NH:8][CH:9]([CH3:10])[c:11]2[cH:12][cH:13][cH:14][cH:15][cH:16]2)[n:7]1>>[c:2]1(-[n:19]2[c:18]([CH3:17])[n:22][cH:21][cH:20]2)[cH:3][n:4][cH:5][c:6]([NH:8][CH:9]([CH3:10])[c:11]2[cH:12][cH:13][cH:14][cH:15][cH:16]2)[n:7]1. The reactants are Cc1ncc[nH]1, CC(Nc1cncc(Cl)n1)c1ccccc1. The product is Cc1nccn1-c1cncc(NC(C)c2ccccc2)n1.